From a dataset of the Open Reaction Database (ORD), a public repository of structured organic reaction records. describe an organic reaction: reactants, conditions, products, and yield The reactants are OC1=C(C(=O)OCC)C=CC(=C1)CC(=O)NC(CCC)C1=C(C=CC=C1)N1CCCCC1 (ethyl 2-hydroxy-4[N-{1-(2-piperidinophenyl)-1-butyl}-aminocarbonylmethyl]-benzoate), C(C1=CC=CC=C1)Br (benzyl bromide). Product: C(C1=CC=CC=C1)OC1=C(C(=O)OCC)C=CC(=C1)CC(=O)NC(CCC)C1=C(C=CC=C1)N1CCCCC1 (Ethyl 2-benzyloxy-4-[N-{1-(2-piperidino-phenyl)-1-butyl}-aminocarbonylmethyl]-benzoate). RXN SMILES: [OH:1][C:2]1[CH:12]=[C:11]([CH2:13][C:14]([NH:16][CH:17]([C:21]2[CH:26]=[CH:25][CH:24]=[CH:23][C:22]=2[N:27]2[CH2:32][CH2:31][CH2:30][CH2:29][CH2:28]2)[CH2:18][CH2:19][CH3:20])=[O:15])[CH:10]=[CH:9][C:3]=1[C:4]([O:6][CH2:7][CH3:8])=[O:5].[CH2:33](Br)[C:34]1[CH:39]=[CH:38][CH:37]=[CH:36][CH:35]=1>>[CH2:33]([O:1][C:2]1[CH:12]=[C:11]([CH2:13][C:14]([NH:16][CH:17]([C:21]2[CH:26]=[CH:25][CH:24]=[CH:23][C:22]=2[N:27]2[CH2:32][CH2:31][CH2:30][CH2:29][CH2:28]2)[CH2:18][CH2:19][CH3:20])=[O:15])[CH:10]=[CH:9][C:3]=1[C:4]([O:6][CH2:7][CH3:8])=[O:5])[C:34]1[CH:39]=[CH:38][CH:37]=[CH:36][CH:35]=1. Procedure: Prepared from ethyl 2-hydroxy-4[N-{1-(2-piperidinophenyl)-1-butyl}-aminocarbonylmethyl]-benzoate, using benzyl bromide. The reactants are [Si](C)(C)(C(C)(C)C)O[C@@H]1C[C@H]2[C@H](CC=3C=CC=C(C3C2)O)[C@H]1\C=C\[C@H](CCCCC)O[Si](C)(C)C(C)(C)C ((1R,2R,3aS,9aS)-2,3,3a,4,9,9a-hexahydro-2-(tert-butyldimethylsilyoxy)-1-((S,E)-3-(tert-butyldimethylsilyoxy)oct-1-enyl)-1H-cyclopenta[b]naphthalen-5-ol), C(C)(=O)OC(C)=O (acetic anhydride). The reagents and catalysts are CN(C)C=1C=CN=CC1 (DMAP). The solvent is C1(=CC=CC=C1)C (toluene), C([O-])(O)=O.[Na+] (sodium bicarbonate). Product: C(C)(=O)OC1=C2C[C@@H]3[C@H](CC2=CC=C1)[C@H]([C@@H](C3)O[Si](C)(C)C(C)(C)C)\C=C\[C@H](CCCCC)O[Si](C)(C)C(C)(C)C ((1R,2R,3aS,9aS)-2,3,3a,4,9,9a-hexahydro-2-(tert-butyldimethylsilyoxy)-1-((S,E)-3-(tert-butyldimethylsilyoxy)oct-1-enyl)-1H-cyclopenta[b]naphthalen-5-yl acetate). Yield: 84.1%. Reaction SMILES: [Si:1]([O:8][C@H:9]1[C@H:22](/[CH:23]=[CH:24]/[C@@H:25]([O:31][Si:32]([C:35]([CH3:38])([CH3:37])[CH3:36])([CH3:34])[CH3:33])[CH2:26][CH2:27][CH2:28][CH2:29][CH3:30])[C@H:12]2[CH2:13][C:14]3[CH:15]=[CH:16][CH:17]=[C:18]([OH:21])[C:19]=3[CH2:20][C@H:11]2[CH2:10]1)([C:4]([CH3:7])([CH3:6])[CH3:5])([CH3:3])[CH3:2].[C:39](OC(=O)C)(=[O:41])[CH3:40]>C1(C)C=CC=CC=1.CN(C1C=CN=CC=1)C.C(=O)(O)[O-].[Na+]>[C:39]([O:21][C:18]1[CH:17]=[CH:16][CH:15]=[C:14]2[C:19]=1[CH2:20][C@H:11]1[CH2:10][C@@H:9]([O:8][Si:1]([C:4]([CH3:7])([CH3:6])[CH3:5])([CH3:3])[CH3:2])[C@H:22](/[CH:23]=[CH:24]/[C@@H:25]([O:31][Si:32]([C:35]([CH3:37])([CH3:36])[CH3:38])([CH3:34])[CH3:33])[CH2:26][CH2:27][CH2:28][CH2:29][CH3:30])[C@H:12]1[CH2:13]2)(=[O:41])[CH3:40] |f:4.5|. Procedure: (1R,2R,3aS,9aS)-2,3,3a,4,9,9a-hexahydro-2-(tert-butyldimethylsilyoxy)-1-((S,E)-3-(tert-butyldimethylsilyoxy)oct-1-enyl)-1H-cyclopenta[b]naphthalen-5-ol (0.5 g, 0.89 mmol) in toluene (5 ml) was treated with acetic anhydride (0.1 ml, 1.07 mmol) and DMAP (1.1 mg, 0.09 mmol) at room temperature for 30 minutes. The reaction was diluted with saturated sodium bicarbonate aqueous (10 ml) and extracted with ethyl acetate (10 ml). The reaction mixture was phase separated and the aqueous layer was extracte... The reactants are Cl (hydrochloric acid), ClC(=C(F)F)F (chlorotrifluoroethylene), ClC1=CC(=C(C=C1O)N1C(N(C(=CC1=O)C(F)(F)F)C)=O)F (3-(4-chloro-2-fluoro-5-hydroxyphenyl)-1-methyl-6 -trifluoromethyl-2,4(1H,3H)pyrimidinedione), C([O-])([O-])=O.[K+].[K+] (potassium carbonate), ClC(=C(F)F)F (chlorotrifluoroethylene). Solvent: O (water). Run at time 10 minute. Product: ClC1=CC(=C(C=C1OC(C(F)Cl)(F)F)N1C(N(C(=CC1=O)C(F)(F)F)C)=O)F (3-[4-chloro-5-(2-chloro-1,1,2-trifluoroethoxy)-2-fluorophenyl]-1-methyl-6-trifluoromethyl-2,4(1H,3H)-pyrimidinedione). RXN SMILES: [Cl:1][C:2]1[C:7]([OH:8])=[CH:6][C:5]([N:9]2[C:14](=[O:15])[CH:13]=[C:12]([C:16]([F:19])([F:18])[F:17])[N:11]([CH3:20])[C:10]2=[O:21])=[C:4]([F:22])[CH:3]=1.C(=O)([O-])[O-].[K+].[K+].[Cl:29][C:30]([F:34])=[C:31]([F:33])[F:32].Cl>O>[Cl:1][C:2]1[C:7]([O:8][C:31]([F:33])([F:32])[CH:30]([Cl:29])[F:34])=[CH:6][C:5]([N:9]2[C:14](=[O:15])[CH:13]=[C:12]([C:16]([F:18])([F:17])[F:19])[N:11]([CH3:20])[C:10]2=[O:21])=[C:4]([F:22])[CH:3]=1 |f:1.2.3|. Reported procedure: A solution of 2.0 g of 3-(4-chloro-2-fluoro-5-hydroxyphenyl)-1-methyl-6 -trifluoromethyl-2,4(1H,3H)pyrimidinedione is treated with 0.25 g of potassium carbonate and the suspension is saturated with chlorotrifluoroethylene while stirring during 10 minutes. The reaction mixture is subsequently heated to 50° C. for 10 minutes, during which a slow stream of chlorotrifluoroethylene is conducted in. Thereafter, the reaction mixture is poured into a solution of 3 ml of 2N hydrochloric acid in 250 ml of...